This data is from the Open Reaction Database (ORD), a public repository of structured organic reaction records. The task is: describe an organic reaction: reactants, conditions, products, and yield Reactants: CCOCc1nc2c(N)nc3cc(OCc4cccc([N+](=O)[O-])c4)ccc3c2n1CC(C)C, CC#N, CO. Product: CCOCc1nc2c(N)nc3cc(OCc4cccc(N)c4)ccc3c2n1CC(C)C. RXN SMILES: [CH2:1]([CH3:2])[O:3][CH2:4][c:5]1[n:6]([CH2:30][CH:31]([CH3:32])[CH3:33])[c:7]2[c:8]([c:9]([NH2:28])[n:10][c:11]3[cH:12][c:13]([O:17][CH2:18][c:19]4[cH:20][c:21]([N+:25]([O-:26])=[O:27])[cH:22][cH:23][cH:24]4)[cH:14][cH:15][c:16]23)[n:29]1.[CH3:34][C:35]#[N:36].[CH3:37][OH:38]>>[CH2:1]([CH3:2])[O:3][CH2:4][c:5]1[n:6]([CH2:30][CH:31]([CH3:32])[CH3:33])[c:7]2[c:8]([c:9]([NH2:28])[n:10][c:11]3[cH:12][c:13]([O:17][CH2:18][c:19]4[cH:20][c:21]([NH2:25])[cH:22][cH:23][cH:24]4)[cH:14][cH:15][c:16]23)[n:29]1. Reactants: M-indole, C1=CC=CC2=NC=C3C=CC=CC3=C12 (phenanthridine), C1(CCCCC1)CCC(=O)Cl (3-cyclohexylpropionyl chloride), N1C=CC2=CC=CC=C12 (indole). Product: C1(CCCCC1)CCC(=O)N1C=2C=CC=CC2C2=CC=CC=C2C1C1=CNC2=CC=CC=C12 (3-Cyclohexyl-1-[6-(1H-indol-3-yl)-6H-phenanthridin-5-yl]-propan-1-one). RXN SMILES: [CH:1]1[C:14]2[C:5](=[N:6][CH:7]=[C:8]3[C:13]=2[CH:12]=[CH:11][CH:10]=[CH:9]3)[CH:4]=[CH:3][CH:2]=1.[CH:15]1([CH2:21][CH2:22][C:23](Cl)=[O:24])[CH2:20][CH2:19][CH2:18][CH2:17][CH2:16]1.[NH:26]1[C:34]2[C:29](=[CH:30][CH:31]=[CH:32][CH:33]=2)[CH:28]=[CH:27]1>>[CH:15]1([CH2:21][CH2:22][C:23]([N:6]2[CH:7]([C:28]3[C:29]4[C:34](=[CH:33][CH:32]=[CH:31][CH:30]=4)[NH:26][CH:27]=3)[C:8]3[C:13](=[CH:12][CH:11]=[CH:10][CH:9]=3)[C:14]3[CH:1]=[CH:2][CH:3]=[CH:4][C:5]2=3)=[O:24])[CH2:20][CH2:19][CH2:18][CH2:17][CH2:16]1. Reported procedure: 3-Cyclohexyl-1-[6-(1H-indol-3-yl)-6H-phenanthridin-5-yl]-propan-1-one was prepared from phenanthridine, 3-cyclohexylpropionyl chloride, and indole according to GP 2. Yield, 5.5%. 1H-NMR (CD3OD): δ=0.56-0.79 (m, 2H), 0.86-1.09 (m, 4H), 1.26-1.62 (m, 7H), 2.47-2.70 (m, 2H), 6.08 (s, 1H), 6.96-7.05 (m, 2H), 7.07 (td, J=7.2 Hz, J=1.3 Hz, 1H), 7.13 (td, J=7.9 Hz, J=1.4 Hz, 1H), 7.21 (“d”, J≈7.4 Hz, 1H), 7.27 (“t”, J≈7.6 Hz, 1H), 7.36-7.42 (m, 3H), 7.46-7.53 (m, 1H), 7.78 (d, J=7.5 Hz, 1H), 7.90 (d, J... The reactants are O=C1NC2=C(C(OC1C)C1=C(C=CC=C1)Cl)C=C(C=C2)Cl (2-oxo-3-methyl-5-(2-chlorophenyl)-7-chloro-1,2,3,5-tetrahydro[4,1]benzoxazepine), O (water), C(O)([O-])=O.[Na+] (sodium hydrogencarbonate), P12(=S)SP3(=S)SP(=S)(S1)SP(=S)(S2)S3 (phosphorus pentasulfide). Run in O1CCCC1 (tetrahydrofuran). Yields the product O=C1NC2=C(C(OC1)C1=CC=CC=C1)C=CC=C2 (2-oxo-5-phenyl-1,2,3,5-tetrahydro[4,1]benzoxazepine). Reaction SMILES: [O:1]=[C:2]1[CH:8](C)[O:7][CH:6]([C:10]2[CH:15]=[CH:14][CH:13]=[CH:12][C:11]=2Cl)[C:5]2[CH:17]=[C:18](Cl)[CH:19]=[CH:20][C:4]=2[NH:3]1.C(=O)([O-])O.[Na+].P12(SP3(SP(SP(S3)(S1)=S)(=S)S2)=S)=S.O>O1CCCC1>[O:1]=[C:2]1[CH2:8][O:7][CH:6]([C:10]2[CH:15]=[CH:14][CH:13]=[CH:12][CH:11]=2)[C:5]2[CH:17]=[CH:18][CH:19]=[CH:20][C:4]=2[NH:3]1 |f:1.2|. Reported procedure: To a solution of Compound 4 prepared in Example 1-(1) (3.45 g) and sodium hydrogencarbonate (5.5 g) in tetrahydrofuran (50 ml) is added phosphorus pentasulfide (5.5 g) at 50° C., and the mixture is refluxed for 1 hour, poured into water, and extracted with ethyl acetate. The organic layer is washed with saturated brine, dried over anhydrous sodium salfate, and concentrated under reduced pressure. The residue is purified on column chromatography (silica gel/methylene chloride). The resulting ligh...